This data is from the Open Reaction Database (ORD), a public repository of structured organic reaction records. The task is: describe an organic reaction: reactants, conditions, products, and yield The reactants are FC(C=1C=C(CN(C2C3=C(N(CCC2)C(=O)OC(C)C)C=C(C=C3)Cl)C3=NN=NN3)C=C(C1)C(F)(F)F)(F)F ((+/−)-isopropyl 5-[(3,5-bistrifluoromethyl-benzyl)-(1H-tetrazol-5-yl)-amino]-8-chloro-2,3,4,5-tetrahydrobenzo[b]azepine-1-carboxylate), FC(C=1C=C(CNC2CCCN(C=3C=4CCCC4C=CC32)C(=O)OC(C)C)C=C(C1)C(F)(F)F)(F)F ((+/−)-isopropyl 6-(3,5-bis-trifluoromethyl-benzylamino]-2,3,6,7,8,9-hexahydro-1H-10-aza-cyclohepta[e]indene-10-carboxylate). Yields the product C(C)(C)OC(=O)N1CCCC(C2=C1C=1CCCC1C=C2)N(C2=NN=NN2)CC2=CC(=CC(=C2)C(F)(F)F)C(F)(F)F ((+/−) isopropyl-6-[(3,5-bistrifluoromethyl-benzyl)-(1H-tetrazol-5-yl)-amino]-2,3,6,7,8,9-hexahydro-1H-10-aza-cyclohepta[e]indene-10-carboxylate). As a reaction SMILES: [F:1][C:2]([F:39])([F:38])[C:3]1[CH:4]=[C:5]([CH:31]=[C:32]([C:34]([F:37])([F:36])[F:35])[CH:33]=1)[CH2:6][N:7]([C:26]1[NH:30][N:29]=[N:28][N:27]=1)[CH:8]1[CH2:14][CH2:13][CH2:12][N:11]([C:15]([O:17][CH:18]([CH3:20])[CH3:19])=[O:16])[C:10]2[CH:21]=[C:22](Cl)[CH:23]=[CH:24][C:9]1=2.F[C:41](F)(F)[C:42]1C=C(C=C(C(F)(F)F)[CH:69]=1)CNC1C2C=CC3CCCC=3C=2N(C(OC(C)C)=O)CCC1>>[CH:18]([O:17][C:15]([N:11]1[C:10]2[C:21]3[CH2:41][CH2:42][CH2:69][C:22]=3[CH:23]=[CH:24][C:9]=2[CH:8]([N:7]([CH2:6][C:5]2[CH:4]=[C:3]([C:2]([F:39])([F:38])[F:1])[CH:33]=[C:32]([C:34]([F:36])([F:37])[F:35])[CH:31]=2)[C:26]2[NH:30][N:29]=[N:28][N:27]=2)[CH2:14][CH2:13][CH2:12]1)=[O:16])([CH3:20])[CH3:19]. Reported procedure: The titled compound was prepared in a manner analogous to the procedure for the preparation of (+/−)-isopropyl 5-[(3,5-bistrifluoromethyl-benzyl)-(1H-tetrazol-5-yl)-amino]-8-chloro-2,3,4,5-tetrahydrobenzo[b]azepine-1-carboxylate (Example 46, from Step 2 to Step 3) by replacing (+/−)-isopropyl 5-(3,5-bistrifluoromethyl-benzylamino)-8-chloro-2,3,4,5-tetrahydrobenzo[b]azepine-1-carboxylate with (+/−)-isopropyl 6-(3,5-bis-trifluoromethyl-benzylamino]-2,3,6,7,8,9-hexahydro-1H-10-aza-cyclohepta[e]inde... Solvent: O (water). The product is [Si](C)(C)(C(C)(C)C)OC1=CC=C(C=C1)NC1=NC(=NC=C1)C#N (4-({4-[(tert-Butyldimethylsilyl)oxy]phenyl}amino)pyrimidine-2-carbonitrile). The reactants are CN(C=O)C (N,N-dimethylformamide), [Si](C)(C)(C(C)(C)C)OC1=CC=C(C=C1)NC1=NC(=NC=C1)Cl (N-{4-[(tert-Butyldimethylsilyl)oxy]phenyl}-2-chloropyrimidin-4-amine). Procedure details: Anhydrous N,N-dimethylformamide (10 mL) is placed under nitrogen in a flask and then the compound of Step A (670 mg, 2.0 mmol) is added. Zinc cyanide (468 mg, 4.0 mmol) and tetrakis(triphenylphosphine)palladium(0) (404 mg, 0.3 mmol) are subsequently added. Nitrogen is bubbled through the solution for 5 minutes and then the reaction mixture is stirred at 120° C. for 2 hours under a nitrogen atmosphere. The reaction, monitored by LC-MS, is complete. The mixture is cooled to ambient temperature, an... Conditions: temperature 120 celsius, time 2 hour. RXN SMILES: [CH3:1][N:2](C)C=O.[Si:6]([O:13][C:14]1[CH:19]=[CH:18][C:17]([NH:20][C:21]2[CH:26]=[CH:25][N:24]=[C:23](Cl)[N:22]=2)=[CH:16][CH:15]=1)([C:9]([CH3:12])([CH3:11])[CH3:10])([CH3:8])[CH3:7]>[C-]#N.[Zn+2].[C-]#N.C1C=CC([P]([Pd]([P](C2C=CC=CC=2)(C2C=CC=CC=2)C2C=CC=CC=2)([P](C2C=CC=CC=2)(C2C=CC=CC=2)C2C=CC=CC=2)[P](C2C=CC=CC=2)(C2C=CC=CC=2)C2C=CC=CC=2)(C2C=CC=CC=2)C2C=CC=CC=2)=CC=1.O>[Si:6]([O:13][C:14]1[CH:19]=[CH:18][C:17]([NH:20][C:21]2[CH:26]=[CH:25][N:24]=[C:23]([C:1]#[N:2])[N:22]=2)=[CH:16][CH:15]=1)([C:9]([CH3:12])([CH3:11])[CH3:10])([CH3:8])[CH3:7] |f:2.3.4,^1:36,38,57,76|. The reagents and catalysts are [C-]#N.[Zn+2].[C-]#N (Zinc cyanide), C=1C=CC(=CC1)[P](C=2C=CC=CC2)(C=3C=CC=CC3)[Pd]([P](C=4C=CC=CC4)(C=5C=CC=CC5)C=6C=CC=CC6)([P](C=7C=CC=CC7)(C=8C=CC=CC8)C=9C=CC=CC9)[P](C=1C=CC=CC1)(C=1C=CC=CC1)C=1C=CC=CC1 (tetrakis(triphenylphosphine)palladium(0)). Starting materials: C(C)OC(CC1=CC=NC=C1)=O (Ethyl-4-pyridylacetate). The reagents and catalysts are [Pt]=O (platinum oxide). Solvent: C(C)O (ethanol). Conditions: time 4 hour. Yields the product C(C)OC(CC1CCNCC1)=O (ethyl-4-piperidinylacetate). As a reaction SMILES: [CH2:1]([O:3][C:4](=[O:12])[CH2:5][C:6]1[CH:11]=[CH:10][N:9]=[CH:8][CH:7]=1)[CH3:2]>C(O)C.[Pt]=O>[CH2:1]([O:3][C:4](=[O:12])[CH2:5][CH:6]1[CH2:11][CH2:10][NH:9][CH2:8][CH2:7]1)[CH3:2]. Reported procedure: Ethyl-4-pyridylacetate (5 g) is dissolved in ethanol (30 mL), treated with platinum oxide catalyst (30 mg) and hydrogenated on a Parr apparatus for 4 hr. The catalyst is filtered off and the ethyl-4-piperidinylacetate is isolated by removal of the solvent under vacuum. This material is then dissolved in acetonitrile (50 mL) and treated with 4-chlorobenzyl chloride (4.9 g) and sodium carbonate (10 g). The resulting mixture is heated in methanol (30 mL) and treated with a solution of lithium hydro... Starting materials: C(C)(C)(C)NC=1C(=NC2=CC=CC(=C2N1)C(CC(C(=O)OCC)=O)=O)C (ethyl 4-(3-(tert-butylamino)-2-methylquinoxalin-5-yl)-2,4-dioxobutanoate), NN (hydrazine). Solvent: CC(=O)O (AcOH). Run at temperature 85 celsius. Product: C(C)(C)(C)NC=1C(=NC2=CC=CC(=C2N1)C1=CC(=NN1)C(=O)OCC)C (ethyl 5-(3-(tert-butylamino)-2-methylquinoxalin-5-yl)-1H-pyrazole-3-carboxylate). Yield: 75.9%. As a reaction SMILES: [C:1]([NH:5][C:6]1[C:7]([CH3:26])=[N:8][C:9]2[C:14]([N:15]=1)=[C:13]([C:16](=O)[CH2:17][C:18](=O)[C:19]([O:21][CH2:22][CH3:23])=[O:20])[CH:12]=[CH:11][CH:10]=2)([CH3:4])([CH3:3])[CH3:2].[NH2:27][NH2:28]>CC(O)=O>[C:1]([NH:5][C:6]1[C:7]([CH3:26])=[N:8][C:9]2[C:14]([N:15]=1)=[C:13]([C:16]1[NH:28][N:27]=[C:18]([C:19]([O:21][CH2:22][CH3:23])=[O:20])[CH:17]=1)[CH:12]=[CH:11][CH:10]=2)([CH3:4])([CH3:3])[CH3:2]. Procedure: To a 25-mL round-bottomed flask was added EtOH (4 mL) and sodium ethoxyde (1.01 g of 21% in EtOH, 3.11 mmol). The reaction mixture was cooled to −10° C. and added ethyl oxalate (0.21 mL, 1.55 mmol, Sigma-Aldrich) and 1-(3-(tert-butylamino)-2-methylquinoxalin-5-yl)ethanone (606a) (0.4 g, 1.55 mmol) slowly. The reaction mixture was warmed to RT and stirred at RT for 18 h. The reaction mixture was diluted with water (10 mL) and partially concentrated under vacuum. The reaction mixture was diluted w...